From a dataset of the Open Reaction Database (ORD), a public repository of structured organic reaction records. describe an organic reaction: reactants, conditions, products, and yield The reactants are O(C1=CC=CC=C1)C(C(=O)O)C (Phenoxypropionic acid), S(O)(O)(=O)=O (sulfuric acid), C(C)O (ethanol). Yields the product O(C1=CC=CC=C1)C(C(=O)OCC)C (Ethyl phenoxypropionate). Yield: 94.3%. Reaction SMILES: [O:1]([CH:8]([CH3:12])[C:9]([OH:11])=[O:10])[C:2]1[CH:7]=[CH:6][CH:5]=[CH:4][CH:3]=1.S(=O)(=O)(O)O.[CH2:18](O)[CH3:19]>>[O:1]([CH:8]([CH3:12])[C:9]([O:11][CH2:18][CH3:19])=[O:10])[C:2]1[CH:7]=[CH:6][CH:5]=[CH:4][CH:3]=1. Procedure details: Phenoxypropionic acid (6.64 g, 0.04 mol) is mixed with excess ethanol (10 ml) and concentrated sulfuric acid (0.5 ml) is added. The reaction mixture is refluxed for 3 hours, cooled to room temperature and concentrated. The residue is washed with 1N NaOH and brine, dried (Na2SO4), and concentrated to yield 7.32 g (94.3% yield) of the ester which can be used directly for the subsequent reaction without further purification. 1H nmr (CDCl3) δ: 7.22-7.29 (overlap 2H, phenyl H), 6.88-6.966 (overlap 3H... Yields the product COC(=O)c2ccc(c1ccccc1)cc2. The reactants are OB(O)c1ccccc1 (effective_coupling_partner), COC(=O)c2ccc(Oc1nc(OC)nc(OC)n1)cc2 (substrate). Run at temperature 110 celsius, time 24 hour. The reagents and catalysts are dppf. Starting materials: BrB(Br)Br, CCCCCn1c2nc(Br)[nH]c2c(=O)n2c(CCNC(=O)c3ccc(OC)cc3)nnc12, ClCCl. Yields the product CCCCCn1c2nc(Br)[nH]c2c(=O)n2c(CCNC(=O)c3ccc(O)cc3)nnc12. Reaction SMILES: [B:33]([Br:34])([Br:35])[Br:36].[Br:1][c:2]1[n:3][c:4]2[n:5]([CH2:28][CH2:29][CH2:30][CH2:31][CH3:32])[c:6]3[n:7]([c:8](=[O:11])[c:9]2[nH:10]1)[c:12]([CH2:15][CH2:16][NH:17][C:18]([c:19]1[cH:20][cH:21][c:22]([O:25][CH3:26])[cH:23][cH:24]1)=[O:27])[n:13][n:14]3.[Cl:37][CH2:38][Cl:39]>>[Br:1][c:2]1[n:3][c:4]2[n:5]([CH2:28][CH2:29][CH2:30][CH2:31][CH3:32])[c:6]3[n:7]([c:8](=[O:11])[c:9]2[nH:10]1)[c:12]([CH2:15][CH2:16][NH:17][C:18]([c:19]1[cH:20][cH:21][c:22]([OH:25])[cH:23][cH:24]1)=[O:27])[n:13][n:14]3.